This data is from the Open Reaction Database (ORD), a public repository of structured organic reaction records. The task is: describe an organic reaction: reactants, conditions, products, and yield Reactants: ClCCl, CC[SiH](CC)CC, COC(=O)c1ccc2[nH]c(SC)cc2c1, O=Cc1ccc(Cl)cc1Cl, O=C(O)C(F)(F)F. Product: COC(=O)c1ccc2[nH]c(SC)c(Cc3ccc(Cl)cc3Cl)c2c1. Reaction SMILES: [CH2:40]([Cl:41])[Cl:42].[CH2:8]([SiH:9]([CH2:10][CH3:11])[CH2:12][CH3:13])[CH3:14].[CH3:15][O:16][C:17](=[O:18])[c:19]1[cH:20][c:21]2[cH:22][c:23]([S:28][CH3:29])[nH:24][c:25]2[cH:26][cH:27]1.[Cl:30][c:31]1[c:32]([CH:33]=[O:34])[cH:35][cH:36][c:37]([Cl:39])[cH:38]1.[OH:1][C:2]([C:3]([F:4])([F:5])[F:6])=[O:7]>>[CH3:15][O:16][C:17](=[O:18])[c:19]1[cH:20][c:21]2[c:22]([CH2:33][c:32]3[c:31]([Cl:30])[cH:38][c:37]([Cl:39])[cH:36][cH:35]3)[c:23]([S:28][CH3:29])[nH:24][c:25]2[cH:26][cH:27]1. Reactants: O=C([O-])[O-], O=S(=O)(c1ccc(Cl)cc1)C(F)(F)F, [K+], [K+], CN(C)C=O, O, O=C(O)c1ccc(Oc2cccc(O)c2)cc1. Yields the product O=C(O)c1ccc(Oc2cccc(Oc3ccc(S(=O)(=O)C(F)(F)F)cc3)c2)cc1. RXN SMILES: [C:32](=[O:33])([O-:34])[O-:35].[F:18][C:19]([S:20](=[O:21])(=[O:22])[c:23]1[cH:24][cH:25][c:26]([Cl:29])[cH:27][cH:28]1)([F:30])[F:31].[K+:36].[K+:37].[O:39]=[CH:40][N:41]([CH3:42])[CH3:43].[OH2:38].[OH:1][c:2]1[cH:3][c:4]([O:5][c:6]2[cH:7][cH:8][c:9]([C:10](=[O:11])[OH:12])[cH:13][cH:14]2)[cH:15][cH:16][cH:17]1>>[O:1]([c:2]1[cH:3][c:4]([O:5][c:6]2[cH:7][cH:8][c:9]([C:10](=[O:11])[OH:12])[cH:13][cH:14]2)[cH:15][cH:16][cH:17]1)[c:26]1[cH:25][cH:24][c:23]([S:20]([C:19]([F:18])([F:30])[F:31])(=[O:21])=[O:22])[cH:28][cH:27]1. Reactants: BrC=1C=C(C=C(C1OC1=NC(=NC(=C1[N+](=O)[O-])NC(CCC)CCC)C)OC)C(O)(C)C (3-bromo-5-methoxy-α,α-dimethyl-4-[[2-methyl-5-nitro-6-[(1-propyl-butyl)amino]-4-pyrimidinyl]oxy]benzenemethanol). The reagents and catalysts are [Pt] (Platinum black). The solvent is C(C)O (ethanol). Run at time 18 hour. The product is BrC=1C=C(C=C(C1OC1=NC(=NC(=C1N)NC(CCC)CCC)C)OC)C(O)(C)C (3-Bromo-5-methoxy-α,α-dimethyl-4-[[5-amino-2-methyl-6-[(1-propylbutyl)amino]-4-pyrimidinyl]oxy]benzenemethanol). RXN SMILES: [Br:1][C:2]1[CH:3]=[C:4]([C:29]([CH3:32])([CH3:31])[OH:30])[CH:5]=[C:6]([O:27][CH3:28])[C:7]=1[O:8][C:9]1[C:14]([N+:15]([O-])=O)=[C:13]([NH:18][CH:19]([CH2:23][CH2:24][CH3:25])[CH2:20][CH2:21][CH3:22])[N:12]=[C:11]([CH3:26])[N:10]=1>C(O)C.[Pt]>[Br:1][C:2]1[CH:3]=[C:4]([C:29]([CH3:32])([CH3:31])[OH:30])[CH:5]=[C:6]([O:27][CH3:28])[C:7]=1[O:8][C:9]1[C:14]([NH2:15])=[C:13]([NH:18][CH:19]([CH2:23][CH2:24][CH3:25])[CH2:20][CH2:21][CH3:22])[N:12]=[C:11]([CH3:26])[N:10]=1. Reported procedure: Platinum black, (5%,0.25 g) was added to a solution of 3-bromo-5-methoxy-α,α-dimethyl-4-[[2-methyl-5-nitro-6-[(1-propyl-butyl)amino]-4-pyrimidinyl]oxy]benzenemethanol (0.80 g) in 50 mL of ethanol. The mixture was hydrogenated at a pressure of 41 psi for 18 hours. The mixture was filtered through celite and the filtrate was stripped under reduced pressure. The residue was taken up in 1N NaOH and extracted with methylene chloride. The combined methylene chloride extracts were dried over MgSO4 and ... Reactants: N1=C(C=NC2=CC=CC=C12)C(=O)Cl (2-quinoxaloyl chloride), ClC1C2C(C3C(C13)C2)N (5-chlorotricyclo[2.2.1.0(2,6)]hept-3-ylamine), N1=CC=CC=C1 (pyridine). The solvent is O (water). The product is ClC1C2C(C3C(C13)C2)NC(=O)C2=NC1=CC=CC=C1N=C2 (N-(5-Chlorotricyclo[2.2.1.0(2,6)]hept-3-yl)-2-quinoxalinecarboxamide). Isolated yield 37.1%. As a reaction SMILES: [N:1]1[C:10]2[C:5](=[CH:6][CH:7]=[CH:8][CH:9]=2)[N:4]=[CH:3][C:2]=1[C:11](Cl)=[O:12].[Cl:14][CH:15]1[CH:20]2[CH:18]3[CH:19]2[CH2:21][CH:16]1[CH:17]3[NH2:22].N1C=CC=CC=1>O>[Cl:14][CH:15]1[CH:20]2[CH:18]3[CH:19]2[CH2:21][CH:16]1[CH:17]3[NH:22][C:11]([C:2]1[CH:3]=[N:4][C:5]2[C:10](=[CH:9][CH:8]=[CH:7][CH:6]=2)[N:1]=1)=[O:12]. Procedure details: Prepared from 2-quinoxaloyl chloride (193 mg, 1.0 mmol), 5-chlorotricyclo[2.2.1.0(2,6)]hept-3-ylamine (129 mg, 0.90 mmol), pyridine (5 mL), and water (50 mL) yielding 100 mg (37%) of (167): Reactants: C(C(=O)C1=CC=CC=C1)OC([C@@H](NC(=O)OCC1=CC=CC=C1)[C@H](O)C)=O (N-Benzyloxycarbonyl-L-threonine phenacyl ester), C(=O)(OC(C)(C)C)N([C@@H](CC1=CC=C(C=C1)OC)C(=O)O)C (N-BOC-N,O-Dimethyl-L-tyrosine), NC(=O)N (urea), C1CCC(CC1)N=C=NC2CCCCC2 (DCC). Reagents/catalysts: CN(C)C=1C=CN=CC1 (DMAP). Solvent: C(Cl)Cl (CH2Cl2). Run at temperature -30 celsius, time 8 hour. Yields the product C(C(=O)C1=CC=CC=C1)OC([C@@H](NC(=O)OCC1=CC=CC=C1)[C@H](OC([C@@H](N(C)C(=O)OC(C)(C)C)CC1=CC=C(C=C1)OC)=O)C)=O (O-(tert-Butyloxycarbonyl-N,O-dimethyl-L-tyrosyl)-N-benzyloxycarbonyl-L-threonine phenacyl ester). Reaction SMILES: [CH2:1]([O:10][C:11](=[O:27])[C@H:12]([C@@H:24]([CH3:26])[OH:25])[NH:13][C:14]([O:16][CH2:17][C:18]1[CH:23]=[CH:22][CH:21]=[CH:20][CH:19]=1)=[O:15])[C:2]([C:4]1[CH:9]=[CH:8][CH:7]=[CH:6][CH:5]=1)=[O:3].[C:28]([N:35]([CH3:49])[C@H:36]([C:46](O)=[O:47])[CH2:37][C:38]1[CH:43]=[CH:42][C:41]([O:44][CH3:45])=[CH:40][CH:39]=1)([O:30][C:31]([CH3:34])([CH3:33])[CH3:32])=[O:29].C1CCC(N=C=NC2CCCCC2)CC1.NC(N)=O>CN(C1C=CN=CC=1)C.C(Cl)Cl>[CH2:1]([O:10][C:11](=[O:27])[C@H:12]([C@@H:24]([CH3:26])[O:25][C:46](=[O:47])[C@H:36]([CH2:37][C:38]1[CH:39]=[CH:40][C:41]([O:44][CH3:45])=[CH:42][CH:43]=1)[N:35]([C:28]([O:30][C:31]([CH3:33])([CH3:32])[CH3:34])=[O:29])[CH3:49])[NH:13][C:14]([O:16][CH2:17][C:18]1[CH:19]=[CH:20][CH:21]=[CH:22][CH:23]=1)=[O:15])[C:2]([C:4]1[CH:5]=[CH:6][CH:7]=[CH:8][CH:9]=1)=[O:3]. Reported procedure: 2.00 g (5.38 mmol) of (8), 1.67 g (5.4 mmol) of (9) and 70 mg (0.54 mmol) of DMAP were dissolved in 20 ml of CH2Cl2 and cooled to -30° C., and 1.13 g (5.5 mmol) of DCC were added. The mixture .was allowed to reach RT overnight, the urea was filered off, the filtrate was concentrated, the residue was taken up in ether and left to stand for 1 h, and the urea was again filtered off. Sufficiently pure peptolide (10) was obtained by filtration through silica gel with PE/EA 7/3. Yield: 3.5 g (5.28 mmo...